From a dataset of the Open Reaction Database (ORD), a public repository of structured organic reaction records. describe an organic reaction: reactants, conditions, products, and yield Reactants: O.[OH-].[Li+] (lithium hydroxide monohydrate), OO (hydrogen peroxide), ClC(C(=O)Cl)(Cl)Cl (trichloroacetyl chloride), [OH-].[Li+] (Lithium Hydroxide), S(=S)(=O)([O-])[O-].[Na+].[Na+] (sodium thiosulfate), ClC(C(=O)Cl)(Cl)Cl (trichloroacetyl chloride). Solvent: O (water). Run at time 15 second. The product is ClC(C(=O)OOC(C(Cl)(Cl)Cl)=O)(Cl)Cl (Trichloroacetyl Peroxide). Isolated yield 64.0%. As a reaction SMILES: [OH-:1].[Li+].[OH2:3].[OH-:4].[Li+].OO.[Cl:8][C:9]([Cl:14])([Cl:13])[C:10](Cl)=[O:11].S([O-])([O-])(=O)=S.[Na+].[Na+]>O>[Cl:8][C:9]([Cl:14])([Cl:13])[C:10]([O:1][O:3][C:10](=[O:4])[C:9]([Cl:14])([Cl:13])[Cl:8])=[O:11] |f:0.1,2.3.4,7.8.9|. Procedure: Lithium Hydroxide as Base. A beaker was loaded with 1.25 g of lithium hydroxide monohydrate (30 mmoles), 28 ml of water, 90 ml of Freon® 113, 3.07 ml of 30% aqueous hydrogen peroxide, and finally 1.9 ml of trichloroacetyl chloride (17 mmoles) with ice bath cooling. An ultrasonic horn connected to a 40 Khz, 150 watt Dukane power source was immediately started up at 75% maximum power and lowered into the reaction mixture. After 15 seconds, the ultrasonic horn was turned off and the reaction mixtur... The reactants are NC[C@@H]1CC[C@H](CC1)C(=O)O (trans-4-aminomethyl-1-cyclohexane carboxylic acid), ClC(=O)OCC1=CC=CC=C1 (benzyl chloroformate). Run in [OH-].[Na+] (NaOH), [OH-].[Na+] (NaOH). Reaction conditions: time 1 hour. Yields the product C(=O)(OCC1=CC=CC=C1)NC[C@@H]1CC[C@H](CC1)C(=O)O (trans-4-(N-carbobenzyloxy)aminomethyl-1-cyclohexane carboxylic acid). Reaction SMILES: [NH2:1][CH2:2][C@H:3]1[CH2:8][CH2:7][C@H:6]([C:9]([OH:11])=[O:10])[CH2:5][CH2:4]1.Cl[C:13]([O:15][CH2:16][C:17]1[CH:22]=[CH:21][CH:20]=[CH:19][CH:18]=1)=[O:14]>[OH-].[Na+]>[C:13]([NH:1][CH2:2][C@H:3]1[CH2:4][CH2:5][C@H:6]([C:9]([OH:11])=[O:10])[CH2:7][CH2:8]1)([O:15][CH2:16][C:17]1[CH:22]=[CH:21][CH:20]=[CH:19][CH:18]=1)=[O:14] |f:2.3|. Procedure: To a 0° C. solution of trans-4-aminomethyl-1-cyclohexane carboxylic acid (6.28 g, 0.04 mol) in 10% aqueous NaOH (16 mL) was added dropwise benzyl chloroformate (8.29 g, 0.049 mol) and 10% aqueous NaOH (20 mL). The cold bath was removed and the reaction mixture was stirred vigorously for one hour. The thick white paste was shaken with aqueous 1M HCl (100 mL) and the white solid was isolated by filtration, washed with H2O, and dried overnight in vacuo to give trans-4-(N-carbobenzyloxy)aminomethyl-... Starting materials: NC1=NC(=C(C(=N1)C=1OC=CC1)C#N)S(=O)C (2-amino-4-furan-2-yl-6-methanesulfinyl-pyrimidine-5-carbonitrile), Cl.CS(=O)(=O)C1=CC=C(CN)C=C1 (4-methanesulfonylbenzylamine hydrochloride), C1CCC2=NCCCN2CC1 (DBU). The solvent is COCCOC (DME). Product: NC1=NC(=C(C(=N1)C=1OC=CC1)C#N)NCC1=CC=C(C=C1)S(=O)(=O)C (2-Amino-4-furan-2-yl-6-(4-methanesulfonyl-benzylamino)-pyrimidine-5-carbonitrile). Reaction SMILES: [NH2:1][C:2]1[N:7]=[C:6]([C:8]2[O:9][CH:10]=[CH:11][CH:12]=2)[C:5]([C:13]#[N:14])=[C:4](S(C)=O)[N:3]=1.Cl.[CH3:19][S:20]([C:23]1[CH:30]=[CH:29][C:26]([CH2:27][NH2:28])=[CH:25][CH:24]=1)(=[O:22])=[O:21].C1CCN2C(=NCCC2)CC1>COCCOC>[NH2:1][C:2]1[N:7]=[C:6]([C:8]2[O:9][CH:10]=[CH:11][CH:12]=2)[C:5]([C:13]#[N:14])=[C:4]([NH:28][CH2:27][C:26]2[CH:25]=[CH:24][C:23]([S:20]([CH3:19])(=[O:22])=[O:21])=[CH:30][CH:29]=2)[N:3]=1 |f:1.2|. Procedure details: From 2-amino-4-furan-2-yl-6-methanesulfinyl-pyrimidine-5-carbonitrile, 4-methanesulfonylbenzylamine hydrochloride and DBU in DME. ES-MS m/e (%): 370 (M+H+, 100). Reactants: CC(C)C(N)C(=O)OCc1ccccc1, ClCc1cccnc1, CCOCC, ClCCl, Cl, Cc1ccc(S(=O)(=O)O)cc1, c1ccc(CCC2(CCc3ccccc3)COCO2)cc1. Product: CC(C)C(NC(=O)c1cccnc1)C(=O)OCc1ccccc1. RXN SMILES: [CH2:12]([c:13]1[cH:14][cH:15][cH:16][cH:17][cH:18]1)[O:19][C:20]([CH:21]([NH2:22])[CH:23]([CH3:24])[CH3:25])=[O:26].[CH2:28]([c:29]1[cH:30][n:31][cH:32][cH:33][cH:34]1)[Cl:35].[CH3:60][CH2:61][O:62][CH2:63][CH3:64].[Cl:57][CH2:58][Cl:59].[ClH:27].[c:1]1([CH3:2])[cH:3][cH:4][c:5]([S:6]([OH:7])(=[O:8])=[O:9])[cH:10][cH:11]1.[c:36]1([CH2:37][CH2:38][C:39]2([CH2:40][CH2:41][c:42]3[cH:43][cH:44][cH:45][cH:46][cH:47]3)[CH2:48][O:49][CH2:50][O:51]2)[cH:52][cH:53][cH:54][cH:55][cH:56]1>>[O:8]=[C:28]([NH:22][CH:21]([C:20]([O:19][CH2:12][c:13]1[cH:14][cH:15][cH:16][cH:17][cH:18]1)=[O:26])[CH:23]([CH3:24])[CH3:25])[c:29]1[cH:30][n:31][cH:32][cH:33][cH:34]1. Reactants: O[C@H]1[C@@H](CCCC1)N1N=C(C=CC1=O)C=1C(=NN2C1C=CC=C2)C2=CC=CC=C2 (trans-3-[2-(2-hydroxycyclohexyl)-3-oxo-2,3-dihydropyridazin-6-yl]-2-phenylpyrazolo[1,5-a]-pyridine), C=1C=CC(=CC1)N=NC=2C=CC(=NC2N)N.Cl.[Cr](=O)(=O)([O-])O[Cr](=O)(=O)[O-] (pyridium dichromate), 4A. Solvent: ClCCl (dichloromethane). Conditions: time 28.5 hour. Yields the product O=C1C(CCCC1)N1N=C(C=CC1=O)C=1C(=NN2C1C=CC=C2)C2=CC=CC=C2 (3-[2-(2-oxocyclohexyl)-3-oxo-2,3-dihydropyridazin-6-yl]-2-phenylpyrazolo[1,5-a]pyridine). The yield is 74592928.0%. As a reaction SMILES: [OH:1][C@@H:2]1[CH2:7][CH2:6][CH2:5][CH2:4][C@H:3]1[N:8]1[C:13](=[O:14])[CH:12]=[CH:11][C:10]([C:15]2[C:16]([C:24]3[CH:29]=[CH:28][CH:27]=[CH:26][CH:25]=3)=[N:17][N:18]3[CH:23]=[CH:22][CH:21]=[CH:20][C:19]=23)=[N:9]1.C1C=CC(N=NC2C=CC(N)=NC=2N)=CC=1.Cl.[Cr](O[Cr]([O-])(=O)=O)([O-])(=O)=O>ClCCl>[O:1]=[C:2]1[CH2:7][CH2:6][CH2:5][CH2:4][CH:3]1[N:8]1[C:13](=[O:14])[CH:12]=[CH:11][C:10]([C:15]2[C:16]([C:24]3[CH:25]=[CH:26][CH:27]=[CH:28][CH:29]=3)=[N:17][N:18]3[CH:23]=[CH:22][CH:21]=[CH:20][C:19]=23)=[N:9]1 |f:1.2.3|. Reported procedure: To a solution of trans-3-[2-(2-hydroxycyclohexyl)-3-oxo-2,3-dihydropyridazin-6-yl]-2-phenylpyrazolo[1,5-a]-pyridine (157 ng) in 20 ml of dichloromethane was added pyridium dichromate (307 mg) and molecular sieves 4A (144 mg) at 50° C. The reaction mixture was allowed to stir at room temperature for 28.5 hours. Insoluble material was filtered off using celite and the filtrate was washed with 1N hydrochloric acid (10 ml), saturated aqueous sodium bicarbonate (10 ml), and brine (10 ml), dried over ... The reactants are Nc1nc2c(ncn2COCCCOC(=O)c2ccccc2)c(=O)[nH]1, CN. Yields the product Nc1nc2c(ncn2COCCCO)c(=O)[nH]1. RXN SMILES: [C:1](=[O:2])([c:3]1[cH:4][cH:5][cH:6][cH:7][cH:8]1)[O:9][CH2:10][CH2:11][CH2:12][O:13][CH2:14][n:15]1[c:16]2[n:17][c:18]([NH2:25])[nH:19][c:20](=[O:24])[c:21]2[n:22][cH:23]1.[CH3:26][NH2:27]>>[OH:9][CH2:10][CH2:11][CH2:12][O:13][CH2:14][n:15]1[c:16]2[n:17][c:18]([NH2:25])[nH:19][c:20](=[O:24])[c:21]2[n:22][cH:23]1. Starting materials: C(C1=CC=CC=C1)[C@H]1NCC[C@@H](C1)N(C(C(F)(F)F)=O)CC1=CC=NC2=CC=CC=C12 ((2R*,4S*)-2-benzyl-N-(4-quinolylmethyl)-N-trifluoroacetyl-4-piperidinamine), C1(=CC=CC=C1)N=C=O (phenyl isocyanate). Solvent: C1(=CC=CC=C1)C (toluene). Reaction conditions: time 2 hour. The product is C(C1=CC=CC=C1)[C@H]1N(CC[C@@H](C1)N(C(C(F)(F)F)=O)CC1=CC=NC2=CC=CC=C12)C(NC1=CC=CC=C1)=O ((2R*,4S*)-2-Benzyl-1-(phenylcarbamoyl)-N-(4-quinolylmethyl)-N-trifluoroacetyl-4-piperidinamine). As a reaction SMILES: [CH2:1]([C@@H:8]1[CH2:13][C@@H:12]([N:14]([CH2:21][C:22]2[C:31]3[C:26](=[CH:27][CH:28]=[CH:29][CH:30]=3)[N:25]=[CH:24][CH:23]=2)[C:15](=[O:20])[C:16]([F:19])([F:18])[F:17])[CH2:11][CH2:10][NH:9]1)[C:2]1[CH:7]=[CH:6][CH:5]=[CH:4][CH:3]=1.[C:32]1([N:38]=[C:39]=[O:40])[CH:37]=[CH:36][CH:35]=[CH:34][CH:33]=1>C1(C)C=CC=CC=1>[CH2:1]([C@@H:8]1[CH2:13][C@@H:12]([N:14]([CH2:21][C:22]2[C:31]3[C:26](=[CH:27][CH:28]=[CH:29][CH:30]=3)[N:25]=[CH:24][CH:23]=2)[C:15](=[O:20])[C:16]([F:18])([F:19])[F:17])[CH2:11][CH2:10][N:9]1[C:39](=[O:40])[NH:38][C:32]1[CH:37]=[CH:36][CH:35]=[CH:34][CH:33]=1)[C:2]1[CH:3]=[CH:4][CH:5]=[CH:6][CH:7]=1. Procedure: A solution of 200 mg (0.468 mmol) of (2R*,4S*)-2-benzyl-N-(4-quinolylmethyl)-N-trifluoroacetyl-4-piperidinamine is added to a solution of 72 mg (0.608 mmol) of phenyl isocyanate in 5 ml of toluene, and the reaction mixture is stirred at 100° for 2 hours. The white suspension is cooled and filtered. The title compound is obtained as white crystals of melting point 245° (decomposition). TLC: methylene chloride/methanol/conc. ammonia (700:50:1) Rf =0.76, FD-MS: M+ =546.